Dataset: the Open Reaction Database (ORD), a public repository of structured organic reaction records. Task: describe an organic reaction: reactants, conditions, products, and yield The reactants are C1(=CC=CC=C1)S(=O)(=O)NC1CCN(CC1)CCCC(=O)C1=CC=CC=C1 (4-Benzenesulphonamido-1-(4-phenyl-4-oxobutyl)piperidine), O.NN (hydrazine hydrate), [OH-].[K+] (potassium hydroxide). Product: C1(=CC=CC=C1)S(=O)(=O)NC1CCN(CC1)CCCCC1=CC=CC=C1 (4-Benzenesulphonamido-1-(4-phenylbutyl)piperidine). As a reaction SMILES: [C:1]1([S:7]([NH:10][CH:11]2[CH2:16][CH2:15][N:14]([CH2:17][CH2:18][CH2:19][C:20]([C:22]3[CH:27]=[CH:26][CH:25]=[CH:24][CH:23]=3)=O)[CH2:13][CH2:12]2)(=[O:9])=[O:8])[CH:6]=[CH:5][CH:4]=[CH:3][CH:2]=1.O.NN.[OH-].[K+]>>[C:1]1([S:7]([NH:10][CH:11]2[CH2:12][CH2:13][N:14]([CH2:17][CH2:18][CH2:19][CH2:20][C:22]3[CH:23]=[CH:24][CH:25]=[CH:26][CH:27]=3)[CH2:15][CH2:16]2)(=[O:9])=[O:8])[CH:6]=[CH:5][CH:4]=[CH:3][CH:2]=1 |f:1.2,3.4|. Procedure: 4-Benzenesulphonamido-1-(4-phenyl-4-oxobutyl)piperidine may be reacted with hydrazine hydrate and potassium hydroxide under Wolff-Kishner reaction conditions to give the title compound. The reactants are COc1cc2c(-c3cc4c(C#N)ccnc4n3S(=O)(=O)c3ccc(C)cc3)cn(C)c2cc1OC, CO, [K+], [OH-]. Product: COc1cc2c(-c3cc4c(C#N)ccnc4[nH]3)cn(C)c2cc1OC. As a reaction SMILES: [CH3:1][O:2][c:3]1[cH:4][c:5]2[c:6](-[c:15]3[cH:16][c:17]4[c:18]([n:19][cH:20][cH:21][c:22]4[C:23]#[N:24])[n:25]3[S:26]([c:27]3[cH:28][cH:29][c:30]([CH3:31])[cH:32][cH:33]3)(=[O:34])=[O:35])[cH:7][n:8]([CH3:14])[c:9]2[cH:10][c:11]1[O:12][CH3:13].[CH3:38][OH:39].[K+:37].[OH-:36]>>[CH3:1][O:2][c:3]1[cH:4][c:5]2[c:6](-[c:15]3[cH:16][c:17]4[c:18]([n:19][cH:20][cH:21][c:22]4[C:23]#[N:24])[nH:25]3)[cH:7][n:8]([CH3:14])[c:9]2[cH:10][c:11]1[O:12][CH3:13]. Starting materials: Cc1cc(C(=O)O)ccc1N1CCN(C(=O)OC(C)(C)C)CC1, CCN, CCN=C=NCCCN(C)C, CN1CCOCC1, Cl, Cl, CN(C)C=O, O, O, On1nnc2ccccc21. Product: CCNC(=O)c1ccc(N2CCN(C(=O)OC(C)(C)C)CC2)c(C)c1. Reaction SMILES: [C:1]([CH3:2])([CH3:3])([CH3:4])[O:5][C:6](=[O:7])[N:8]1[CH2:9][CH2:10][N:11]([c:14]2[c:15]([CH3:23])[cH:16][c:17]([C:18](=[O:19])[OH:20])[cH:21][cH:22]2)[CH2:12][CH2:13]1.[CH2:25]([CH3:26])[NH2:27].[CH2:29]([N:30]=[C:31]=[N:32][CH2:33][CH2:34][CH2:35][N:36]([CH3:37])[CH3:38])[CH3:39].[CH3:51][N:52]1[CH2:53][CH2:54][O:55][CH2:56][CH2:57]1.[ClH:24].[ClH:28].[O:58]=[CH:59][N:60]([CH3:61])[CH3:62].[OH2:40].[OH2:63].[n:41]1([OH:42])[c:43]2[cH:44][cH:45][cH:46][cH:47][c:48]2[n:49][n:50]1>>[C:1]([CH3:2])([CH3:3])([CH3:4])[O:5][C:6](=[O:7])[N:8]1[CH2:9][CH2:10][N:11]([c:14]2[c:15]([CH3:23])[cH:16][c:17]([C:18](=[O:20])[NH:27][CH2:25][CH3:26])[cH:21][cH:22]2)[CH2:12][CH2:13]1. Run in N1=CC=CC=C1 (pyridine). Reaction SMILES: Cl[C:2](Cl)(Cl)[CH2:3]OC(Cl)=O.[OH:10][CH:11]1[C:16](=[O:17])[NH:15][C:14]([CH3:18])=[CH:13][S:12]1>N1C=CC=CC=1>[OH:10][CH:11]1[C:16](=[O:17])[NH:15][C:14]([CH3:18])=[C:13]([C:3]2[CH:2]=[CH:16][N:15]=[CH:14][CH:13]=2)[S:12]1. Procedure: A mixture of pyridine, 2,2,2-trichloroethylchloroformate and 2-hydroxy-5-methyl-2H-1,4-thiazin-3(4H)-one was treated in the same manner as described in Example 6. The residue was recrystallized from ethanol to give the titled compound as pale yellow crystals. Product: OC1SC(=C(NC1=O)C)C1=CC=NC=C1 (2-hydroxy-5-methyl-6-(4-pyridinyl)-2H-1,4-thiazin-3(4H)-one). The reactants are ClC(COC(=O)Cl)(Cl)Cl (2,2,2-trichloroethylchloroformate), OC1SC=C(NC1=O)C (2-hydroxy-5-methyl-2H-1,4-thiazin-3(4H)-one).